Dataset: the Open Reaction Database (ORD), a public repository of structured organic reaction records. Task: describe an organic reaction: reactants, conditions, products, and yield Reactants: C(C)(C)(C)C1=C(C(=CC(=C1)C(C)(C)C)O)C=1C(=CC(=CC1C(C)(C)C)C(C)(C)C)O (3,3',5,5'-tetra-t-butylbiphenol), C1(=CC=C(C=C1)C1=CC=C(C=C1)O)O (4,4'-biphenol). Product: C(C)(C)(C)C1=C(C(=CC=C1)C(C)(C)C)O (2,6-di-t-butylphenol), C(C)(C)(C)C1=C(C(=CC(=C1)C(C)(C)C)O)C=1C(=CC(=CC1C(C)(C)C)C(C)(C)C)O (3,3',5,5'-tetra-t-butylbiphenol). RXN SMILES: [C:1]([C:5]1[CH:10]=[C:9]([C:11]([CH3:14])([CH3:13])[CH3:12])[CH:8]=[C:7]([OH:15])[C:6]=1[C:16]1[C:17]([OH:30])=[CH:18][C:19]([C:26]([CH3:29])([CH3:28])[CH3:27])=[CH:20][C:21]=1[C:22]([CH3:25])([CH3:24])[CH3:23])([CH3:4])([CH3:3])[CH3:2].C1(O)C=CC(C2C=CC([OH:43])=CC=2)=CC=1>>[C:1]([C:5]1[CH:6]=[CH:7][CH:8]=[C:9]([C:11]([CH3:14])([CH3:13])[CH3:12])[C:10]=1[OH:43])([CH3:4])([CH3:3])[CH3:2].[C:22]([C:21]1[CH:20]=[C:19]([C:26]([CH3:29])([CH3:28])[CH3:27])[CH:18]=[C:17]([OH:30])[C:16]=1[C:6]1[C:7]([OH:15])=[CH:8][C:9]([C:11]([CH3:14])([CH3:13])[CH3:12])=[CH:10][C:5]=1[C:1]([CH3:4])([CH3:3])[CH3:2])([CH3:23])([CH3:24])[CH3:25]. Procedure: In the production of 3,3',5,5'-tetra-t-butylbiphenol, which is an intermediate of 4,4'-biphenol, from 2,6-di-t-butylphenol as a starting material, the above second process for producing 3,3',5,5'-tetra-t-butylbiphenol according to the present invention enables obtaining 3,3',5,5'-tetra-t-butylbiphenol in high yield with the full utilization of 2,6-di-t-butylphenol charged in the reaction vessel without detriment to the selectivity of 3,3',5,5'-tetra-t-butylbiphenol. The reactants are [Br-], C1CCOC1, COc1ccc(CN(Cc2ccc(OC)cc2)c2nc(C)nc(-c3cc(C=O)cnc3Nc3ccc(OC)nc3)n2)cc1, C[Mg+]. Yields the product COc1ccc(CN(Cc2ccc(OC)cc2)c2nc(C)nc(-c3cc(C(C)O)cnc3Nc3ccc(OC)nc3)n2)cc1. RXN SMILES: [Br-:44].[CH2:47]1[O:48][CH2:49][CH2:50][CH2:51]1.[CH3:1][O:2][c:3]1[cH:4][cH:5][c:6]([CH2:7][N:8]([c:9]2[n:10][c:11](-[c:16]3[c:17]([NH:24][c:25]4[cH:26][n:27][c:28]([O:31][CH3:32])[cH:29][cH:30]4)[n:18][cH:19][c:20]([CH:21]=[O:22])[cH:23]3)[n:12][c:13]([CH3:15])[n:14]2)[CH2:33][c:34]2[cH:35][cH:36][c:37]([O:40][CH3:41])[cH:38][cH:39]2)[cH:42][cH:43]1.[CH3:45][Mg+:46]>>[CH3:1][O:2][c:3]1[cH:4][cH:5][c:6]([CH2:7][N:8]([c:9]2[n:10][c:11](-[c:16]3[c:17]([NH:24][c:25]4[cH:26][n:27][c:28]([O:31][CH3:32])[cH:29][cH:30]4)[n:18][cH:19][c:20]([CH:21]([OH:22])[CH3:45])[cH:23]3)[n:12][c:13]([CH3:15])[n:14]2)[CH2:33][c:34]2[cH:35][cH:36][c:37]([O:40][CH3:41])[cH:38][cH:39]2)[cH:42][cH:43]1.